Dataset: the Open Reaction Database (ORD), a public repository of structured organic reaction records. Task: describe an organic reaction: reactants, conditions, products, and yield The reactants are FC1=C(C#N)C=CC(=C1CO)F (2,4-Difluoro-3-(hydroxymethyl)benzonitrile), ClCCl (dichloromethane). The solvent is S(=O)(Cl)Cl (thionyl chloride). Yields the product ClCC=1C(=C(C#N)C=CC1F)F (3-Chloromethyl-2,4-difluorobenzonitrile). Reaction SMILES: [F:1][C:2]1[C:9]([CH2:10]O)=[C:8]([F:12])[CH:7]=[CH:6][C:3]=1[C:4]#[N:5].[Cl:13]CCl>S(Cl)(Cl)=O>[Cl:13][CH2:10][C:9]1[C:2]([F:1])=[C:3]([CH:6]=[CH:7][C:8]=1[F:12])[C:4]#[N:5]. Procedure: A solution of 120 mg (0.710 mmol) of 2,4-difluoro-3-(hydroxymethyl)benzonitrile from Example 134A in 3 ml of dichloromethane and 1 ml of thionyl chloride was stirred at room temperature for 3 h. The solvent was evaporated off under reduced pressure and the residue was purified by flash chromatography using a prepacked silica gel cartridge (eluent:cyclohexane-ethyl acetate 10:1 to 1:1), which gave 60 mg (45% of theory) of the target compound. Starting materials: P(OCC)(OCC)OCC (triethyl phosphite), ClCP1(OCCCO1)=O (2-chloromethyl-2-oxo-1,3,2-dioxaphosphorinan). The product is O=P1(OC=CCO1)CP(OCC)(OCC)=O (Diethyl (2-oxo-1,3,2-dioxaphosphorin-2-yl)methylphosphonate). RXN SMILES: [P:1]([O:8][CH2:9][CH3:10])([O:5][CH2:6][CH3:7])[O:2]CC.Cl[CH2:12][P:13]1(=[O:19])[O:18][CH2:17][CH2:16][CH2:15][O:14]1>>[O:19]=[P:13]1([CH2:12][P:1](=[O:2])([O:5][CH2:6][CH3:7])[O:8][CH2:9][CH3:10])[O:18][CH2:17][CH:16]=[CH:15][O:14]1. Procedure: Diethyl (2-oxo-1,3,2-dioxaphosphorin-2-yl)methylphosphonate was prepared by the Arbuzov reaction of triethyl phosphite and 2-chloromethyl-2-oxo-1,3,2-dioxaphosphorinan. (IR: 1260 and 1030 cm-1). Starting materials: C(C)OP(OCC)(=O)CC#N (diethylcyanomethylphosphonate), O1C2=C(C(C1)=O)C=CC=C2 (3-(2H)-benzo[b]furanone), Cl (HCl), oil, [H-].[Na+] (sodium hydride). Procedure: To a suspension of 2.64 gms (0.11 mole) of oil free sodium hydride in 200 ml of tetrahydrofuran (THF) was added dropwise a solution of 19.47 gms (0.11 mole) of diethylcyanomethylphosphonate in 75 mL of THF. After the H2 evolution had ceased, a solution of 13.4 g (0.1 mole) of 3-(2H)-benzo[b]furanone in 100 mL of THF was added. The solution was heated at 70° C. for 1.5 hours, cooled, and poured into 500 mL of 5% HCl, and washed with ether. The ether phase was washed with brine, dried (MgSO4), fil... RXN SMILES: [H-].[Na+].C(OP([CH2:11][C:12]#[N:13])(=O)OCC)C.[O:14]1[CH2:18][C:17](=O)[C:16]2[CH:20]=[CH:21][CH:22]=[CH:23][C:15]1=2.Cl>O1CCCC1>[C:12]([CH2:11][C:17]1[C:16]2[CH:20]=[CH:21][CH:22]=[CH:23][C:15]=2[O:14][CH:18]=1)#[N:13] |f:0.1|. Run in O1CCCC1 (THF), O1CCCC1 (THF), O1CCCC1 (tetrahydrofuran). The yield is 98.0%. Yields the product C(#N)CC=1C2=C(OC1)C=CC=C2 (3-Cyanomethylbenzo[b]furan). Reaction conditions: temperature 70 celsius. Reactants: ClCC(O)C1=CC=C(C=C1)C1=CC=C(C=C1)SC(F)F (α-(chloromethyl)-4'-[(difluoromethyl)thio][1,1'-biphenyl]-4-methanol), FC1=C(C#N)C(=CC=C1)F (2,6-difluorobenzonitrile), S(O)(O)(=O)=O (sulfuric acid). Solvent: hexanes, ClCCl (dichloromethane). Run at temperature 5 celsius, time 30 minute. The product is ClCC(C1=CC=C(C=C1)C1=CC=C(C=C1)SC(F)F)NC(C1=C(C=CC=C1F)F)=O (N-[2-chloro-1-[4'-[(difluoromethyl)thio][1,1'-biphenyl]-4-yl]ethyl]-2,6-difluorobenzamide). As a reaction SMILES: [Cl:1][CH2:2][CH:3]([C:5]1[CH:10]=[CH:9][C:8]([C:11]2[CH:16]=[CH:15][C:14]([S:17][CH:18]([F:20])[F:19])=[CH:13][CH:12]=2)=[CH:7][CH:6]=1)O.[F:21][C:22]1[CH:29]=[CH:28][CH:27]=[C:26]([F:30])[C:23]=1[C:24]#[N:25].S(=O)(=O)(O)[OH:32]>ClCCl>[Cl:1][CH2:2][CH:3]([NH:25][C:24](=[O:32])[C:23]1[C:22]([F:21])=[CH:29][CH:28]=[CH:27][C:26]=1[F:30])[C:5]1[CH:10]=[CH:9][C:8]([C:11]2[CH:16]=[CH:15][C:14]([S:17][CH:18]([F:20])[F:19])=[CH:13][CH:12]=2)=[CH:7][CH:6]=1. Procedure details: A mixture of 2.0 g of α-(chloromethyl)-4'-[(difluoromethyl)thio][1,1'-biphenyl]-4-methanol, 4.0 g of 2,6-difluorobenzonitrile, and 15 mL of dichloromethane was cooled to 5° C. and 0.8 mL of conc. sulfuric acid was added dropwise over 7 min. After 30 min, ice was added, the mixture was diluted with hexanes, and the crude product was filtered and dried to afford 1.0 g of product, m.p. 144-145° C. 1H-NMR (CDCl3): δ4.0 (dq, 2), 5.6 (m, 1H), 6.75 (br d, 1H), 6.85 (t, 1H, J=60 Hz), 7.0 (t, 2H), 7.4 (m... The reactants are C(C)(C)(C)OC(=O)NCC=1C(=NC2=CC=C(C=C2C1C1=CC=C(C=C1)C)C(=O)OC)CC(C)C (methyl 3-{[(tert-butoxycarbonyl)amino]methyl}-2-isobutyl-4-(4-methylphenyl)quinoline-6-carboxylate), solution, Cl (hydrogen chloride). The solvent is O1CCOCC1 (1,4-dioxane). Run at time 1 hour. Product: Cl.Cl.NCC=1C(=NC2=CC=C(C=C2C1C1=CC=C(C=C1)C)C(=O)OC)CC(C)C (methyl 3-(aminomethyl)-2-isobutyl-4-(4-methylphenyl)quinoline-6-carboxylate dihydrochloride). The yield is 92.0%. RXN SMILES: C(OC([NH:8][CH2:9][C:10]1[C:11]([CH2:31][CH:32]([CH3:34])[CH3:33])=[N:12][C:13]2[C:18]([C:19]=1[C:20]1[CH:25]=[CH:24][C:23]([CH3:26])=[CH:22][CH:21]=1)=[CH:17][C:16]([C:27]([O:29][CH3:30])=[O:28])=[CH:15][CH:14]=2)=O)(C)(C)C.[ClH:35]>O1CCOCC1>[ClH:35].[ClH:35].[NH2:8][CH2:9][C:10]1[C:11]([CH2:31][CH:32]([CH3:34])[CH3:33])=[N:12][C:13]2[C:18]([C:19]=1[C:20]1[CH:25]=[CH:24][C:23]([CH3:26])=[CH:22][CH:21]=1)=[CH:17][C:16]([C:27]([O:29][CH3:30])=[O:28])=[CH:15][CH:14]=2 |f:3.4.5|. Reported procedure: To methyl 3-{[(tert-butoxycarbonyl)amino]methyl}-2-isobutyl-4-(4-methylphenyl)quinoline-6-carboxylate (0.10 g, 0.22 mmol) was added 4N solution of hydrogen chloride in 1,4-dioxane (5 ml), and the mixture was stirred at room temperature for 1 hr. The reaction mixture was concentrated under reduced pressure, and the residue was crystallized from ethyl acetate to give methyl 3-(aminomethyl)-2-isobutyl-4-(4-methylphenyl)quinoline-6-carboxylate dihydrochloride (0.12 g, yield 92%) as white crystals. The reactants are S(O)(O)(=O)=O (sulfuric acid), S(=O)(=O)(OC=1C(=NC(=NC1)N)N)O (2,4-diamino-5-pyrimidinyl hydrogen sulfate). The solvent is O (water). The product is NC1=NC=C(C(=N1)N)O (2,4-diamino-5-hydroxypyrimidine). Yield: 114.7%. As a reaction SMILES: S(=O)(=O)(O)O.S(O)([O:9][C:10]1[C:11]([NH2:17])=[N:12][C:13]([NH2:16])=[N:14][CH:15]=1)(=O)=O>O>[NH2:16][C:13]1[N:12]=[C:11]([NH2:17])[C:10]([OH:9])=[CH:15][N:14]=1. Procedure: A stirred solution of 23.0 grams (0.235 mole) of concentrated sulfuric acid and about 18 mL of water was heated to reflux, and 48.5 grams (0.235 mole) of 2,4-diamino-5-pyrimidinyl hydrogen sulfate was added in one portion. Upon completion of addition, the reaction mixture was heated at reflux for ten minutes and then was immediately cooled in an ice-water bath. The resultant solid was collected by filtration, and the filter cake was washed with 100 mL of cold water. The solid was dried, yielding... The product is FC(OC1=CC=C(C=C1)N1CC2CCCC(C1)N2S(=O)(=O)C2=C1CC(CC1=CC=C2)C(=O)O)(F)F (4-[3-(4-trifluoromethoxy-phenyl)-3,9-diaza-bicyclo[3.3.1]nonane-9-sulfonyl]-indan-2-carboxylic acid). Reported procedure: 4-|3-(4-trifluoromethoxy-phenyl)-3,9-diaza-bicyclo|3.3.1|nonane-9-sulfonyl|-indan-2-carboxylic acid: A mixture of 4-[3-(4-trifluoromethoxy-phenyl)-3,9-diaza-bicyclo[3.3.1]nonane-9-sulfonyl]-indan-2-carboxylic acid methyl ester (13 mg, 0.025 mmol), 1N LiOH (2 mL), tetrahydrofuran (8 mL), and methanol (2 mL) was stirred at rt for 3 h. The reaction was poured into 1N HCl (40 mL) and extracted with ethyl acetate (40 mL×2). The combined organic extracts were dried, filtered, and concentrated to give ... Solvent: CO (methanol), O1CCCC1 (tetrahydrofuran). Reaction SMILES: C1C2C(=CC=CC=2)CC1C(O)=O.C[O:14][C:15]([CH:17]1[CH2:25][C:24]2[C:19](=[CH:20][CH:21]=[CH:22][C:23]=2[S:26]([N:29]2[CH:34]3[CH2:35][CH2:36][CH2:37][CH:30]2[CH2:31][N:32]([C:38]2[CH:43]=[CH:42][C:41]([O:44][C:45]([F:48])([F:47])[F:46])=[CH:40][CH:39]=2)[CH2:33]3)(=[O:28])=[O:27])[CH2:18]1)=[O:16].[Li+].[OH-].FC(F)(F)C1C=CC(C2CCNCC=2)=CC=1>CO.O1CCCC1>[F:48][C:45]([F:46])([F:47])[O:44][C:41]1[CH:40]=[CH:39][C:38]([N:32]2[CH2:33][CH:34]3[N:29]([S:26]([C:23]4[CH:22]=[CH:21][CH:20]=[C:19]5[C:24]=4[CH2:25][CH:17]([C:15]([OH:16])=[O:14])[CH2:18]5)(=[O:28])=[O:27])[CH:30]([CH2:37][CH2:36][CH2:35]3)[CH2:31]2)=[CH:43][CH:42]=1 |f:2.3|. The reactants are C1C(CC2=CC=CC=C12)C(=O)O (indan-2-carboxylic acid), FC(C1=CC=C(C=C1)C=1CCNCC1)(F)F (4-(4-Trifluoromethyl-phenyl)-1,2,3,6-tetrahydro-pyridine), COC(=O)C1CC2=CC=CC(=C2C1)S(=O)(=O)N1C2CN(CC1CCC2)C2=CC=C(C=C2)OC(F)(F)F (4-[3-(4-trifluoromethoxy-phenyl)-3,9-diaza-bicyclo[3.3.1]nonane-9-sulfonyl]-indan-2-carboxylic acid methyl ester), [Li+].[OH-] (LiOH). Reaction conditions: time 3 hour. Reactants: N(=[N+]=[N-])C=1C[C@H]2N(C1C(=O)OCC1=CC=CC=C1)C(C2)=O (benzyl 2-azido-carbapen-2-em-3-carboxylate), [H][H] (hydrogen), C(C)(C)(C)O (t-butanol). The reagents and catalysts are [Pd] (palladium on calcium carbonate). Run in O1CCOCC1 (dioxane). The product is NC=1C[C@H]2N(C1C(=O)OCC1=CC=CC=C1)C(C2)=O (benzyl 2-amino-carbapen-2-em-3-carboxylate). The yield is 37.3%. RXN SMILES: [N:1]([C:4]1[CH2:5][C@@H:6]2[CH2:20][C:19](=[O:21])[N:7]2[C:8]=1[C:9]([O:11][CH2:12][C:13]1[CH:18]=[CH:17][CH:16]=[CH:15][CH:14]=1)=[O:10])=[N+]=[N-].C(O)(C)(C)C.[H][H]>O1CCOCC1.[Pd]>[NH2:1][C:4]1[CH2:5][C@@H:6]2[CH2:20][C:19](=[O:21])[N:7]2[C:8]=1[C:9]([O:11][CH2:12][C:13]1[CH:14]=[CH:15][CH:16]=[CH:17][CH:18]=1)=[O:10]. Procedure: An ambient temperature mixture of benzyl 2-azido-carbapen-2-em-3-carboxylate (7.7 mg, 27 micromol) and palladium on calcium carbonate poisoned with lead (12.8 mg) in dry dioxane (0.80 ml) containing t-butanol (50 microliter) was stirred while hydrogen was bubbled through for 20 min. The mixture was filtered and the solid washed with diethyl ether (3×0.5 ml). The combined filtrate and washes were concentrated to 0.5 ml under vacuum, and the residue was chromatographed on one 20 cm×20 cm 250 micro...